The task is: describe an organic reaction: reactants, conditions, products, and yield. This data is from the Open Reaction Database (ORD), a public repository of structured organic reaction records. The reactants are ClC1=CC=NC2=CC(=CC=C12)Cl (4,7-dichloroquinoline), OO (hydrogenperoxide). Reagents/catalysts: C[Re](=O)(=O)=O (methyltrioxorhenium). The solvent is ClCCl (dichloromethane). The product is ClC1=CC=[N+](C2=CC(=CC=C12)Cl)[O-] (4,7-dichloroquinoline 1-oxide). As a reaction SMILES: [Cl:1][C:2]1[C:11]2[C:6](=[CH:7][C:8]([Cl:12])=[CH:9][CH:10]=2)[N:5]=[CH:4][CH:3]=1.[OH:13]O>C[Re](=O)(=O)=O.ClCCl>[Cl:1][C:2]1[C:11]2[C:6](=[CH:7][C:8]([Cl:12])=[CH:9][CH:10]=2)[N+:5]([O-:13])=[CH:4][CH:3]=1. Reported procedure: A mixture of 4,7-dichloroquinoline (9.9 g, 50 mmol) and methyltrioxorhenium (80 mg, 0.32 mmol) was stirred in the mixture of hydrogenperoxide (40%, 20 mL) and dichloromethane at room temperature for 24 hours. Pale yellow solid was collected by filtration and dried under vacuum. MS (ESI(+)Q1MS m/z 215 (M+H)+.